From a dataset of the Open Reaction Database (ORD), a public repository of structured organic reaction records. describe an organic reaction: reactants, conditions, products, and yield Reactants: C(C)(=O)OC1CCC=2C1=NC=C(C2N2C[C@H](CCC2)NC(=O)OC(C)(C)C)[N+](=O)[O-] (4-{(3S)-3-[(tert-butoxycarbonyl)amino]piperidin-1-yl}-3-nitro-6,7-dihydro-5H-cyclopenta[b]pyridin-7-yl acetate), CC(=O)O (AcOH), O (water). The reagents and catalysts are [Fe] (iron). Run in CCOC(=O)C (EtOAc). Reaction conditions: time 20 minute. Product: C(C)(=O)OC1CCC=2C1=NC=C(C2N2C[C@H](CCC2)NC(=O)OC(C)(C)C)N (3-Amino-4-{(3S)-3-[(tert-Butoxycarbonyl)amino]piperidin-1-yl}-6,7-dihydro-5H-cyclopenta[b]pyridin-7-yl acetate). RXN SMILES: [C:1]([O:4][CH:5]1[C:9]2=[N:10][CH:11]=[C:12]([N+:28]([O-])=O)[C:13]([N:14]3[CH2:19][CH2:18][CH2:17][C@H:16]([NH:20][C:21]([O:23][C:24]([CH3:27])([CH3:26])[CH3:25])=[O:22])[CH2:15]3)=[C:8]2[CH2:7][CH2:6]1)(=[O:3])[CH3:2].CC(O)=O.O>CCOC(C)=O.[Fe]>[C:1]([O:4][CH:5]1[C:9]2=[N:10][CH:11]=[C:12]([NH2:28])[C:13]([N:14]3[CH2:19][CH2:18][CH2:17][C@H:16]([NH:20][C:21]([O:23][C:24]([CH3:27])([CH3:26])[CH3:25])=[O:22])[CH2:15]3)=[C:8]2[CH2:7][CH2:6]1)(=[O:3])[CH3:2]. Procedure details: A mixture of 4-{(3S)-3-[(tert-butoxycarbonyl)amino]piperidin-1-yl}-3-nitro-6,7-dihydro-5H-cyclopenta[b]pyridin-7-yl acetate (64.0 mg, 0.152 mmol), AcOH (0.90 mL), water (0.10 mL) and iron powder (149 mg, 2.66 mmol) was stirred at room temperature for 20 min. The mixture was diluted with EtOAc, and filtered through a short silica gel plug. The filtrate was concentrated under reduced pressure, diluted with EtOAc and washed with aq. Na2CO3. The combined organic extract was dried, filtered and conce... Starting materials: O1CCC2=C1C=CC=C2 (2,3-dihydrobenzofuran), ice hydrochloric acid, O1CCC2=C1C=CC=C2 (2,3-dihydrobenzofuran), C(C)(=O)Cl (acetyl chloride), [Cl-].[Al+3].[Cl-].[Cl-] (aluminum chloride). Solvent: ClCCl (dichloromethane), ClCCl (dichloromethane). Conditions: temperature -10 celsius, time 10 minute. Product: C(C)(=O)C=1C=CC2=C(CCO2)C1 (5-acetyl-2,3-dihydrobenzofuran). RXN SMILES: [O:1]1[C:5]2[CH:6]=[CH:7][CH:8]=[CH:9][C:4]=2[CH2:3][CH2:2]1.[C:10](Cl)(=[O:12])[CH3:11].[Cl-].[Al+3].[Cl-].[Cl-]>ClCCl>[C:10]([C:8]1[CH:7]=[CH:6][C:5]2[O:1][CH2:2][CH2:3][C:4]=2[CH:9]=1)(=[O:12])[CH3:11] |f:2.3.4.5|. Procedure: To a solution of 2,3-dihydrobenzofuran (5.0 g) in dichloromethane (30 ml) at -10° C. was slowly added a solution of acetyl chloride (5.9 ml) and anhydrous aluminum chloride (5.5 g) in dichloromethane (30 ml) while keeping the temperature below -6° C. After addition of the 2,3-dihydrobenzofuran was completed, the reaction mixture was stirred for 10 minutes at -10° C. The reaction mixture was then added to an ice/hydrochloric acid mixture which was extracted with dichloromethane. The combined dich... The reactants are [N+](=O)([O-])C1=CC=C(C=C1)C=CC=1OC(=CC(C1)=O)C1=CC=CC=C1 (2-[2-(4-nitrophenyl)-ethenyl]-6-phenyl-4H-pyran-4-one), Cl (hydrochloric acid), Cl (hydrochloric acid). Reagents/catalysts: [Fe] (iron). Run in C(C)O (ethanol), O (water), C(C)O (ethanol). The product is NC1=CC=C(C=C1)C=CC=1OC(=CC(C1)=O)C1=CC=CC=C1 (2-[2-(4-aminophenyl)ethenyl]-6-phenyl-4H-pyran-4-one). Reaction SMILES: Cl.[N+:2]([C:5]1[CH:10]=[CH:9][C:8]([CH:11]=[CH:12][C:13]2[O:14][C:15]([C:20]3[CH:25]=[CH:24][CH:23]=[CH:22][CH:21]=3)=[CH:16][C:17](=[O:19])[CH:18]=2)=[CH:7][CH:6]=1)([O-])=O>C(O)C.O.[Fe]>[NH2:2][C:5]1[CH:10]=[CH:9][C:8]([CH:11]=[CH:12][C:13]2[O:14][C:15]([C:20]3[CH:21]=[CH:22][CH:23]=[CH:24][CH:25]=3)=[CH:16][C:17](=[O:19])[CH:18]=2)=[CH:7][CH:6]=1. Procedure details: A solution of concentrated hydrochloric acid (0.2 ml) in ethanol (20 ml) was added to a stirred refluxing suspension of 2-[2-(4-nitrophenyl)-ethenyl]-6-phenyl-4H-pyran-4-one (8.5 g) and iron powder (4.5 g) in ethanol (80 ml) and water (20 ml). The stirred mixture was heated under reflux for 5 hours, adding further concentrated hydrochloric acid (0.2 ml) after 2 hours. The hot mixture was filtered and the filtrate was evaporated under vacuum. The solid residue was crystallised from chloroform-pet... Starting materials: CS(=O)(=O)C1=CC(=C(C=C1)Cl)[N+](=O)[O-] (4-chloro-3-nitrophenyl methyl sulfone), CN(CCN)C (N,N-dimethylethylenediamine). Solvent: CS(=O)C (DMSO). Conditions: time 1 hour. Yields the product CS(=O)(=O)C1=CC(=C(C=C1)NCCN(C)C)[N+](=O)[O-] (4-(β-dimethylaminoethyl)amino-3-nitrophenyl methyl sulfone). Isolated yield 77.8%. Reaction SMILES: [CH3:1][S:2]([C:5]1[CH:10]=[CH:9][C:8](Cl)=[C:7]([N+:12]([O-:14])=[O:13])[CH:6]=1)(=[O:4])=[O:3].[CH3:15][N:16]([CH3:20])[CH2:17][CH2:18][NH2:19]>CS(C)=O>[CH3:1][S:2]([C:5]1[CH:10]=[CH:9][C:8]([NH:19][CH2:18][CH2:17][N:16]([CH3:20])[CH3:15])=[C:7]([N+:12]([O-:14])=[O:13])[CH:6]=1)(=[O:4])=[O:3]. Procedure: A mixture of 4-chloro-3-nitrophenyl methyl sulfone (4 g, 17 mmole) and N,N-dimethylethylenediamine (3.3 g, 37 mmole) in DMSO (20 ml) was stored at 75° C. for 1 hour and poured into crushed ice. The yellow solid precipitate was collected by filtration and was dissolved in ethyl acetate. The organic phase was washed with water-brine mixture twice and brine, dried over sodium sulfate, and evaporated under reduced pressure to give the sulfone (22) (3.8 g, 78%) as a yellow solid. A pure sample (m.p. ... The reactants are O=S1(C(CCC1)=CC1=CC=C(C=C1)C(C(=O)O)C)=O (2-[4-(1,1-Dioxotetrahydro-1λ6-thiophen-2-ylidenemethyl)phenyl]propionic Acid). The reagents and catalysts are [Pd] (palladium). Solvent: CO (methanol). Reaction conditions: time 1 hour. Yields the product O=S1(C(CCC1)CC1=CC=C(C=C1)C(C(=O)O)C)=O (2-[4-(1,1-Dioxotetrahydro-1λ6-thiophen-2-ylmethyl)phenyl]propionic Acid). The yield is 69.5%. RXN SMILES: [O:1]=[S:2]1(=[O:19])[CH2:6][CH2:5][CH2:4][C:3]1=[CH:7][C:8]1[CH:13]=[CH:12][C:11]([CH:14]([CH3:18])[C:15]([OH:17])=[O:16])=[CH:10][CH:9]=1>CO.[Pd]>[O:1]=[S:2]1(=[O:19])[CH2:6][CH2:5][CH2:4][CH:3]1[CH2:7][C:8]1[CH:13]=[CH:12][C:11]([CH:14]([CH3:18])[C:15]([OH:17])=[O:16])=[CH:10][CH:9]=1. Reported procedure: 2-[4-(1,1-Dioxotetrahydro-1λ6-thiophen-2-ylidenemethyl)phenyl]propionic acid (90 mg) obtained in Example 41 was dissolved in methanol (2.0 ml), and to the solution was added 5% palladium/activated carbon (20 mg), and the mixture was stirred for 1 hour under hydrogen flow. The reaction mixture was filtered, and then the solvent was evaporated under reduced pressure. The residue was purified by column chromatography (hexane/ethyl acetate=1/2) to give the title compound (63 mg, 70%).